This data is from the Open Reaction Database (ORD), a public repository of structured organic reaction records. The task is: describe an organic reaction: reactants, conditions, products, and yield Reactants: CCOC(C)=O, CC(C)N=C=S, Nc1cc(C(F)(F)F)ccc1S(N)(=O)=O. Product: CC(C)NC1=NS(=O)(=O)c2ccc(C(F)(F)F)cc2N1. Reaction SMILES: [CH3:22][CH2:23][O:24][C:25](=[O:26])[CH3:27].[CH:16]([CH3:17])([CH3:18])[N:19]=[C:20]=[S:21].[NH2:1][c:2]1[c:3]([S:12](=[O:13])(=[O:14])[NH2:15])[cH:4][cH:5][c:6]([C:8]([F:9])([F:10])[F:11])[cH:7]1>>[NH:1]1[c:2]2[c:3]([cH:4][cH:5][c:6]([C:8]([F:9])([F:10])[F:11])[cH:7]2)[S:12](=[O:13])(=[O:14])[N:15]=[C:20]1[NH:19][CH:16]([CH3:17])[CH3:18].